This data is from the Open Reaction Database (ORD), a public repository of structured organic reaction records. The task is: describe an organic reaction: reactants, conditions, products, and yield Product: C1(CC1)COC1=C(C=CC(=C1)OC)C=1C2=C(N=CN1)C(=C(N2COCC[Si](C)(C)C)C)C(=O)N[C@H]2CN(CC2)C(=O)OC(C)(C)C (tert-Butyl(3R)-3-{[(4-[2-(cyclopropylmethoxy)-4-methoxyphenyl]-6-methyl-5-{[2-(trimethylsilyl)ethoxy]methyl}-5H-pyrrolo[3,2-d]pyrimidin-7-yl)carbonyl]amino}pyrrolidine-1-carboxylate). Reactants: C1(CC1)COC1=C(C=CC(=C1)OC)C=1C2=C(N=CN1)C(=C(N2COCC[Si](C)(C)C)C)C(=O)O (4-[2-(cyclopropylmethoxy)-4-methoxyphenyl]-6-methyl-5-{[2-(trimethylsilyl)ethoxy]methyl}-5H-pyrrolo[3,2-d]pyrimidine-7-carboxylic acid), N[C@H]1CN(CC1)C(=O)OC(C)(C)C (tert-butyl(R)-3-amino-pyrrolidine-1-carboxylate). Reported procedure: Starting from 4-[2-(cyclopropylmethoxy)-4-methoxyphenyl]-6-methyl-5-{[2-(trimethylsilyl)ethoxy]methyl}-5H-pyrrolo[3,2-d]pyrimidine-7-carboxylic acid (example D.c5) and commercially available tert-butyl(R)-3-amino-pyrrolidine-1-carboxylate the title compound is obtained as colorless foam. RXN SMILES: [CH:1]1([CH2:4][O:5][C:6]2[CH:11]=[C:10]([O:12][CH3:13])[CH:9]=[CH:8][C:7]=2[C:14]2[C:15]3[N:22]([CH2:23][O:24][CH2:25][CH2:26][Si:27]([CH3:30])([CH3:29])[CH3:28])[C:21]([CH3:31])=[C:20]([C:32](O)=[O:33])[C:16]=3[N:17]=[CH:18][N:19]=2)[CH2:3][CH2:2]1.[NH2:35][C@@H:36]1[CH2:40][CH2:39][N:38]([C:41]([O:43][C:44]([CH3:47])([CH3:46])[CH3:45])=[O:42])[CH2:37]1>>[CH:1]1([CH2:4][O:5][C:6]2[CH:11]=[C:10]([O:12][CH3:13])[CH:9]=[CH:8][C:7]=2[C:14]2[C:15]3[N:22]([CH2:23][O:24][CH2:25][CH2:26][Si:27]([CH3:29])([CH3:28])[CH3:30])[C:21]([CH3:31])=[C:20]([C:32]([NH:35][C@@H:36]4[CH2:40][CH2:39][N:38]([C:41]([O:43][C:44]([CH3:47])([CH3:46])[CH3:45])=[O:42])[CH2:37]4)=[O:33])[C:16]=3[N:17]=[CH:18][N:19]=2)[CH2:2][CH2:3]1. Starting materials: CI (methyl iodide), [H-].[Na+] (Sodium hydride), CNS(=O)(=O)CCC=1C=C2C(=CNC2=CC1)C1CCN(CC1)C (N-Methyl-3-(1-methyl-4 -piperidinyl)-1H-indole-5-ethansulphonamide), resultant mixture. Solvent: CN(C=O)C (dimethylformamide), CN(C=O)C (dimethylformamide). Conditions: time 2.5 hour. The product is CN(S(=O)(=O)CCC=1C=C2C(=CNC2=CC1)C1CCN(CC1)C)C (N,N-Dimethyl-3-(1-methyl-4-piperidinyl)-1H-indole-5-ethanesulphonamide). Reaction SMILES: [H-].[Na+].[CH3:3][NH:4][S:5]([CH2:8][CH2:9][C:10]1[CH:11]=[C:12]2[C:16](=[CH:17][CH:18]=1)[NH:15][CH:14]=[C:13]2[CH:19]1[CH2:24][CH2:23][N:22]([CH3:25])[CH2:21][CH2:20]1)(=[O:7])=[O:6].[CH3:26]I>CN(C)C=O>[CH3:3][N:4]([CH3:26])[S:5]([CH2:8][CH2:9][C:10]1[CH:11]=[C:12]2[C:16](=[CH:17][CH:18]=1)[NH:15][CH:14]=[C:13]2[CH:19]1[CH2:24][CH2:23][N:22]([CH3:25])[CH2:21][CH2:20]1)(=[O:6])=[O:7] |f:0.1|. Procedure details: Sodium hydride (60% w/w with paraffin; 124 mg) was added cautiously to a stirred solution the product of Example 1 in dry dimethylformamide (20 ml). The resultant mixture was stirred at room temperature under nitrogen for 0.25 h then a solution of methyl iodide (440 mg) in dry dimethylformamide (1 ml) was added in a stream. The mixture was stirred at room temperature for 2.5 h. The reaction mixture was quenched with water (3 ml), evaporated in vacuo and the residue was chromatographed on silica ... Starting materials: BrC1=C(C=CC(=C1)C(F)(F)F)/C=C/C(=O)O ((2E)-3-[2-bromo-4-(trifluoromethyl)phenyl]prop-2-enoic acid), NC1=CC2=C(N=CS2)C=C1 (6-aminobenzothiazole). Product: S1C=NC2=C1C=C(C=C2)NC(\C=C\C2=C(C=C(C=C2)C(F)(F)F)Br)=O ((2E)-N-Benzothiazol-6-yl-3-[2-bromo-4-(trifluoromethyl)phenyl]prop-2-enamide). RXN SMILES: [Br:1][C:2]1[CH:7]=[C:6]([C:8]([F:11])([F:10])[F:9])[CH:5]=[CH:4][C:3]=1/[CH:12]=[CH:13]/[C:14]([OH:16])=O.[NH2:17][C:18]1[CH:26]=[CH:25][C:21]2[N:22]=[CH:23][S:24][C:20]=2[CH:19]=1>>[S:24]1[C:20]2[CH:19]=[C:18]([NH:17][C:14](=[O:16])/[CH:13]=[CH:12]/[C:3]3[CH:4]=[CH:5][C:6]([C:8]([F:9])([F:10])[F:11])=[CH:7][C:2]=3[Br:1])[CH:26]=[CH:25][C:21]=2[N:22]=[CH:23]1. Reported procedure: Analogous to the procedure used to prepare Example 1, (2E)-3-[2-bromo-4-(trifluoromethyl)phenyl]prop-2-enoic acid, Example 97(e), (140 mg, 0.47 mmol) and 6-aminobenzothiazole (86 mg, 0.57 mmol, Lancaster) provided, after purification by silica gel chromatography (gradient: 0-30% EtOAc in hexane), the title product as an off-white solid. MP 214-215° C. MS (ESI, pos. ion) m/z: 427 (M+1). Conditions: time 2 hour. Procedure: To a solution of (S,S)-2,5-diaza-bicyclo[2.2.1]heptane-2-carboxylic acid tert-butyl ester (35.6 g, 179 mmol) in CH2Cl2 (600 mL) was added trimethylsilylisocyanate (82.5 g, 716 mmol). After 2 h at rt, the mixture was concentrated, and the resulting white solid was dissolved in CH2Cl2 (500 mL). The solution was then treated with a solution of HCl (4.0 N in 1,4-dioxane, 135 mL). The resulting heterogeneous suspension was then stirred at rt overnight. Upon evaporation of the solvents, the desired pr... Product: Cl.[C@@H]12N(C[C@@H](NC1)C2)C(=O)N ((S,S)-2,5-Diaza-bicyclo[2.2.1]heptane-2-carboxylic acid amide hydrochloride), solid. Reactants: C(C)(C)(C)OC(=O)N1[C@@H]2CN[C@H](C1)C2 ((S,S)-2,5-diaza-bicyclo[2.2.1]heptane-2-carboxylic acid tert-butyl ester), C[Si](C)(C)N=C=O (trimethylsilylisocyanate), C(Cl)Cl (CH2Cl2). RXN SMILES: C([O:5][C:6]([N:8]1[CH2:13][C@@H:12]2[CH2:14][C@H:9]1[CH2:10][NH:11]2)=O)(C)(C)C.C[Si]([N:19]=C=O)(C)C.C(Cl)[Cl:23]>>[ClH:23].[C@H:9]12[CH2:14][C@H:12]([NH:11][CH2:10]1)[CH2:13][N:8]2[C:6]([NH2:19])=[O:5] |f:3.4|. Yields the product C(C)OC(=O)C1(CC1)C1=CC=C(C=C1)C1=CC=C(C=C1)C1=C(C(=NO1)C)N(C1=NC(=CC=C1)CC1=CC=CC=C1)C1=NC(=CC=C1)CC1=CC=CC=C1 (1-(4′-{4-[Bis-(6-benzyl-pyridin-2-yl)-amino]-3-methyl-isoxazol-5-yl}-biphenyl-4-yl)-cyclopropanecarboxylic acid ethyl ester). The reactants are C(C)OC(=O)C1(CC1)C1=CC=C(C=C1)C1=CC=C(C=C1)C1=C(C(=NO1)C)N (1-[4′-(4-amino-3-methyl-isoxazol-5-yl)-biphenyl-4-yl]-cyclopropanecarboxylic acid ethyl ester), C(C1=CC=CC=C1)C1=NC(=CC=C1)Br (2-benzyl-6-bromo-pyridine). Reported procedure: Prepared according to the procedure described in Example 68, Step 2, using 1-[4′-(4-amino-3-methyl-isoxazol-5-yl)-biphenyl-4-yl]-cyclopropanecarboxylic acid ethyl ester and 2-benzyl-6-bromo-pyridine. Reaction SMILES: [CH2:1]([O:3][C:4]([C:6]1([C:9]2[CH:14]=[CH:13][C:12]([C:15]3[CH:20]=[CH:19][C:18]([C:21]4[O:25][N:24]=[C:23]([CH3:26])[C:22]=4[NH2:27])=[CH:17][CH:16]=3)=[CH:11][CH:10]=2)[CH2:8][CH2:7]1)=[O:5])[CH3:2].[CH2:28]([C:35]1[CH:40]=[CH:39][CH:38]=[C:37](Br)[N:36]=1)[C:29]1[CH:34]=[CH:33][CH:32]=[CH:31][CH:30]=1>>[CH2:1]([O:3][C:4]([C:6]1([C:9]2[CH:10]=[CH:11][C:12]([C:15]3[CH:20]=[CH:19][C:18]([C:21]4[O:25][N:24]=[C:23]([CH3:26])[C:22]=4[N:27]([C:37]4[CH:38]=[CH:39][CH:40]=[C:35]([CH2:28][C:29]5[CH:30]=[CH:31][CH:32]=[CH:33][CH:34]=5)[N:36]=4)[C:37]4[CH:38]=[CH:39][CH:40]=[C:35]([CH2:28][C:29]5[CH:34]=[CH:33][CH:32]=[CH:31][CH:30]=5)[N:36]=4)=[CH:17][CH:16]=3)=[CH:13][CH:14]=2)[CH2:8][CH2:7]1)=[O:5])[CH3:2].